From a dataset of the Open Reaction Database (ORD), a public repository of structured organic reaction records. describe an organic reaction: reactants, conditions, products, and yield Starting materials: ClC=1C2=C(N=C(N1)SC)CCN(C2)C(=O)OC(C)(C)C (tert-butyl 4-chloro-2-methylthio-5,6,7,8-tetrahydropyridino[4,3-d]pyrimidine-6-carboxylate), ClC1=C(C=CC(=C1)Cl)B(O)O (2,4-dichlorobenzeneboronic acid), C([O-])([O-])=O.[Na+].[Na+] (sodium carbonate), C(C)O (ethanol). Reagents/catalysts: C=1C=CC(=CC1)/C=C/C(=O)/C=C/C2=CC=CC=C2.C=1C=CC(=CC1)/C=C/C(=O)/C=C/C2=CC=CC=C2.[Pd] (bis(dibenzylideneacetone)palladium(0)), C1(=CC=CC=C1)P(CCCCP(C1=CC=CC=C1)C1=CC=CC=C1)C1=CC=CC=C1 (1,4-bis(diphenylphosphino)butane). Solvent: O (water), C1(=CC=CC=C1)C (toluene). Product: ClC1=C(C=CC(=C1)Cl)C=1C2=C(N=C(N1)SC)CCN(C2)C(=O)OC(C)(C)C (tert-butyl 4-(2,4-dichlorophenyl)-2-methylthio-5,6,7,8-tetrahydropyridino[4,3-d]pyrimidine-6-carboxylate). The yield is 104.2%. RXN SMILES: Cl[C:2]1[C:3]2[CH2:13][N:12]([C:14]([O:16][C:17]([CH3:20])([CH3:19])[CH3:18])=[O:15])[CH2:11][CH2:10][C:4]=2[N:5]=[C:6]([S:8][CH3:9])[N:7]=1.[Cl:21][C:22]1[CH:27]=[C:26]([Cl:28])[CH:25]=[CH:24][C:23]=1B(O)O.C(=O)([O-])[O-].[Na+].[Na+].C(O)C>C1(C)C=CC=CC=1.C1C=CC(/C=C/C(/C=C/C2C=CC=CC=2)=O)=CC=1.C1C=CC(/C=C/C(/C=C/C2C=CC=CC=2)=O)=CC=1.[Pd].C1(P(C2C=CC=CC=2)CCCCP(C2C=CC=CC=2)C2C=CC=CC=2)C=CC=CC=1.O>[Cl:21][C:22]1[CH:27]=[C:26]([Cl:28])[CH:25]=[CH:24][C:23]=1[C:2]1[C:3]2[CH2:13][N:12]([C:14]([O:16][C:17]([CH3:20])([CH3:19])[CH3:18])=[O:15])[CH2:11][CH2:10][C:4]=2[N:5]=[C:6]([S:8][CH3:9])[N:7]=1 |f:2.3.4,7.8.9|. Reported procedure: A mixture of tert-butyl 4-chloro-2-methylthio-5,6,7,8-tetrahydropyridino[4,3-d]pyrimidine-6-carboxylate (334 mg, 1.06 mmol), 2,4-dichlorobenzeneboronic acid (222 mg, 1.16 mmol), bis(dibenzylideneacetone)palladium(0) (48 mg, 0.053 mmol) and 1,4-bis(diphenylphosphino)butane (45 mg, 0.11 mmol) in toluene (2 ml), aqueous 1M sodium carbonate solution (1 ml) and ethanol (0.5 ml) was heated under reflux for 19 h under nitrogen. The reaction mixture was then cooled, water was added, and the toluene laye...